This data is from the Open Reaction Database (ORD), a public repository of structured organic reaction records. The task is: describe an organic reaction: reactants, conditions, products, and yield Reactants: O=C(n1ccnc1)n1ccnc1, C1CCOC1, NCc1c(Nc2ccccc2)cccc1-c1ccccc1. Yields the product O=C1NCc2c(-c3ccccc3)cccc2N1c1ccccc1. As a reaction SMILES: [C:22](=[O:23])([n:24]1[cH:25][cH:26][n:27][cH:28]1)[n:29]1[cH:30][cH:31][n:32][cH:33]1.[O:34]1[CH2:35][CH2:36][CH2:37][CH2:38]1.[c:1]1(-[c:7]2[c:8]([CH2:9][NH2:10])[c:11]([NH:15][c:16]3[cH:17][cH:18][cH:19][cH:20][cH:21]3)[cH:12][cH:13][cH:14]2)[cH:2][cH:3][cH:4][cH:5][cH:6]1>>[c:1]1(-[c:7]2[c:8]3[c:11]([cH:12][cH:13][cH:14]2)[N:15]([c:16]2[cH:17][cH:18][cH:19][cH:20][cH:21]2)[C:22](=[O:23])[NH:10][CH2:9]3)[cH:2][cH:3][cH:4][cH:5][cH:6]1. Starting materials: BrC1=CC=C(C(C(=O)O)=C1)O (5-Bromosalicylic acid), methyl, CI (methyl iodide), C(=O)([O-])[O-].[K+].[K+] (K2CO3), CCOCC (ether). The product is COC(C1=C(C=CC(=C1)Br)OC)=O (2-methoxy-5-bromobenzoic acid methyl ester). Reaction SMILES: [Br:1][C:2]1[CH:10]=C(C(O)=O)C(O)=[CH:4][CH:3]=1.[CH3:12]I.[C:14]([O-:17])([O-])=[O:15].[K+].[K+].C[CH2:21][O:22][CH2:23][CH3:24]>>[CH3:12][O:17][C:14](=[O:15])[C:4]1[CH:3]=[C:2]([Br:1])[CH:10]=[CH:24][C:23]=1[O:22][CH3:21] |f:2.3.4|. Procedure details: 5-Bromosalicylic acid (Aldrich Chemical Company, Milwaukee, Wis.) is converted to the methyl esterimethyl ether by reaction with methyl iodide in the presence of K2CO3 as described above. The 2-methoxy-5-bromobenzoic acid methyl ester thus obtained is reacted with (trimethylsilyl)acetylene (Aldrich Chemical Company, Milwaukee, Wis.) in the presence of palladium. The trimethylsilyl group is removed and two equivalents of the resultant 2-methoxy-5-acetylenylbenzoic acid methyl ester is reacted wit... Reactants: [O-]O (hydroperoxide), C=CCCCCCC (1-octene), [Na+].[I-] (NaI), Os(CO)12 MgO, solution, C(C)(C)(C)OO (tertiary butyl hydroperoxide). The solvent is C(C)(C)(C)O (t-butyl-alcohol), O (water), C(C)(C)(C)O (t-butyl alcohol). The product is C(C(CCCCCC)O)O (1,2-octanediol). As a reaction SMILES: [CH2:1]=[CH:2][CH2:3][CH2:4][CH2:5]CCC.[Na+].[I-].[C:11]([O:15]O)(C)([CH3:13])[CH3:12].[O-:17]O>C(O)(C)(C)C.O>[CH2:12]([OH:17])[CH:11]([OH:15])[CH2:13][CH2:1][CH2:2][CH2:3][CH2:4][CH3:5] |f:1.2|. Procedure details: Into a 100 ml 3-neck flask provided with condenser, addition funnel, and magnetic stirrer is charged t-butyl-alcohol (20.0 g), 1-octene (4.48 g), water (1.0 g), NaI (0.03 g) and 0.30 g of the Os(CO)12 /MgO supported catalyst prepared in accordance with Example 1. At ambient temperature (26° C.), 2.0 g of a solution of 90% by weight, tertiary butyl hydroperoxide dissolved in t-butyl alcohol is added dropwise over a period of 2 minutes with stirring. After 12 hours from completion of the addition,... Starting materials: CNC, CCO, Cn1cc(S(=O)(=O)Cl)c(=O)c2cc(F)c(Cl)cc21. Product: CN(C)S(=O)(=O)c1cn(C)c2cc(Cl)c(F)cc2c1=O. Reaction SMILES: [CH3:19][NH:20][CH3:21].[CH3:22][CH2:23][OH:24].[Cl:1][c:2]1[c:3]([F:18])[cH:4][c:5]2[c:6](=[O:17])[c:7]([S:13](=[O:14])(=[O:15])[Cl:16])[cH:8][n:9]([CH3:12])[c:10]2[cH:11]1>>[Cl:1][c:2]1[c:3]([F:18])[cH:4][c:5]2[c:6](=[O:17])[c:7]([S:13](=[O:14])(=[O:15])[N:20]([CH3:19])[CH3:21])[cH:8][n:9]([CH3:12])[c:10]2[cH:11]1. Starting materials: O=C([O-])[O-], CN(C)C=O, CCCCC, NC(=O)c1cc(C(F)(F)F)cc(F)c1F, [K+], [K+], O=S(Cl)Cl. Yields the product N#Cc1cc(C(F)(F)F)cc(F)c1F. Reaction SMILES: [C:25](=[O:26])([O-:27])[O-:28].[CH3:20][N:21]([CH3:22])[CH:23]=[O:24].[CH3:31][CH2:32][CH2:33][CH2:34][CH3:35].[F:5][c:6]1[c:7]([C:8](=[O:9])[NH2:10])[cH:11][c:12]([C:16]([F:17])([F:18])[F:19])[cH:13][c:14]1[F:15].[K+:29].[K+:30].[S:1]([Cl:2])([Cl:3])=[O:4]>>[F:5][c:6]1[c:7]([C:8]#[N:10])[cH:11][c:12]([C:16]([F:17])([F:18])[F:19])[cH:13][c:14]1[F:15].